This data is from the Open Reaction Database (ORD), a public repository of structured organic reaction records. The task is: describe an organic reaction: reactants, conditions, products, and yield Starting materials: C(C1=CC=CC=C1)OC(=O)N1C(CC(CC1)(OC)OC)C1=C(C=C(C=C1)F)C (1-benzyloxycarbonyl-2-(4-fluoro-2-methylphenyl)-4,4-dimethoxypiperidine). Reagents/catalysts: [C].[Pd] (palladium-carbon). The solvent is C(C)O (ethanol). Reaction conditions: time 3 hour. Product: FC1=CC(=C(C=C1)C1NCCC(C1)(OC)OC)C (2-(4-fluoro-2-methylphenyl)-4,4-dimethoxypiperidine). The yield is 85.1%. RXN SMILES: C(OC([N:11]1[CH2:16][CH2:15][C:14]([O:19][CH3:20])([O:17][CH3:18])[CH2:13][CH:12]1[C:21]1[CH:26]=[CH:25][C:24]([F:27])=[CH:23][C:22]=1[CH3:28])=O)C1C=CC=CC=1>C(O)C.[C].[Pd]>[F:27][C:24]1[CH:25]=[CH:26][C:21]([CH:12]2[CH2:13][C:14]([O:19][CH3:20])([O:17][CH3:18])[CH2:15][CH2:16][NH:11]2)=[C:22]([CH3:28])[CH:23]=1 |f:2.3|. Procedure details: In 300 ml of ethanol were added 30 g of 1-benzyloxycarbonyl-2-(4-fluoro-2-methylphenyl)-4,4-dimethoxypiperidine and 3.0 g of 10% palladium-carbon, and the mixture was stirred under hydrogen atmosphere at room temperature for 3 hours. From the reaction mixture was removed insoluble matters by filtration, and the solvent was removed by distillation under reduced pressure. To the residue was added 300 ml of ethyl acetate. Under ice-cooling 20 ml of 4M hydrochloric acid-ethyl acetate solution was sl...